Dataset: the Open Reaction Database (ORD), a public repository of structured organic reaction records. Task: describe an organic reaction: reactants, conditions, products, and yield The reactants are Cc1ccc(S(=O)(=O)n2ccc3c(Cl)nc(Cl)nc32)cc1, OC(F)(F)CF, NC(=O)c1c(N)cccc1F, O=C(O)C(F)(F)F. The product is Cc1ccc(S(=O)(=O)n2ccc3c(Nc4cccc(F)c4C(N)=O)nc(Cl)nc32)cc1. As a reaction SMILES: [Cl:12][c:13]1[n:14][c:15]([Cl:32])[c:16]2[c:17]([n:18]1)[n:19]([S:22](=[O:23])(=[O:24])[c:25]1[cH:26][cH:27][c:28]([CH3:31])[cH:29][cH:30]1)[cH:20][cH:21]2.[F:40][CH2:41][C:42]([F:43])([F:44])[OH:45].[NH2:1][c:2]1[c:3]([C:4](=[O:5])[NH2:6])[c:7]([F:11])[cH:8][cH:9][cH:10]1.[OH:33][C:34]([C:35]([F:36])([F:37])[F:38])=[O:39]>>[NH:1]([c:2]1[c:3]([C:4](=[O:5])[NH2:6])[c:7]([F:11])[cH:8][cH:9][cH:10]1)[c:15]1[n:14][c:13]([Cl:12])[n:18][c:17]2[c:16]1[cH:21][cH:20][n:19]2[S:22](=[O:23])(=[O:24])[c:25]1[cH:26][cH:27][c:28]([CH3:31])[cH:29][cH:30]1.